From a dataset of the Open Reaction Database (ORD), a public repository of structured organic reaction records. describe an organic reaction: reactants, conditions, products, and yield Reactants: C12C(CC(C=C1)C2)O (5-norbornene-2-ol), C(C(=C)C)(=O)Cl (methacrylic acid chloride). The product is C(C(=C)C)(=O)[O-] (Methacrylate), C(C(=C)C)(=O)O (methacrylic acid). As a reaction SMILES: [CH:1]12[CH2:7]C(C=[CH:6]1)C[CH:2]2[OH:8].[C:9](Cl)(=[O:13])[C:10]([CH3:12])=[CH2:11]>>[C:2]([O-:8])(=[O:13])[C:1]([CH3:7])=[CH2:6].[C:9]([OH:13])(=[O:8])[C:10]([CH3:12])=[CH2:11]. Reported procedure: Methacrylate (36 g) obtained by condensation of 5-norbornene-2-ol and methacrylic acid chloride and 4 g of methacrylic acid were dissolved in 360 g of methyl ethyl ketone, and the solution was heated at 70° C. Then, 0.40 g of 2,2-azobis(2,4-dimethylvaleronitrile) was added thereto, followed by heating reaction for 8 hours. After cooled to room temperature, the resulting reaction solution was slowly added dropwise to 10 liters of water, and precipitated crystals were filtered, washed and dried, t... The reactants are O=S1(=O)N(CCBr)c2ccccc2N1c1ccccc1F, CNCCN(C)C(=O)OC(C)(C)C, CN(C)C=O, [Na+], [Na+], O=C([O-])[O-]. Product: CN(CCN(C)C(=O)OC(C)(C)C)CCN1c2ccccc2N(c2ccccc2F)S1(=O)=O. Reaction SMILES: [Br:1][CH2:2][CH2:3][N:4]1[S:5](=[O:20])(=[O:21])[N:6]([c:13]2[c:14]([F:19])[cH:15][cH:16][cH:17][cH:18]2)[c:7]2[c:8]1[cH:9][cH:10][cH:11][cH:12]2.[CH3:22][N:23]([C:24]([O:25][C:26]([CH3:27])([CH3:28])[CH3:29])=[O:30])[CH2:31][CH2:32][NH:33][CH3:34].[CH3:41][N:42]([CH3:43])[CH:44]=[O:45].[Na+:35].[Na+:36].[O-:37][C:38](=[O:39])[O-:40]>>[CH2:2]([CH2:3][N:4]1[S:5](=[O:20])(=[O:21])[N:6]([c:13]2[c:14]([F:19])[cH:15][cH:16][cH:17][cH:18]2)[c:7]2[c:8]1[cH:9][cH:10][cH:11][cH:12]2)[N:33]([CH2:32][CH2:31][N:23]([CH3:22])[C:24]([O:25][C:26]([CH3:27])([CH3:28])[CH3:29])=[O:30])[CH3:34]. Reactants: C(SCC)(OCOC(CCP(=O)(OCC)OCC)=O)=O (S-Ethyl 3-(diethylphosphono)propionyloxymethyl carbonothioate), S(=O)(=O)(Cl)Cl (sulfuryl chloride). Solvent: ice. Conditions: temperature 0 celsius, time 35 minute. The product is C(C)OP(=O)(OCC)CCC(=O)OCOC(=O)Cl ((Carbonochloridoyloxy)methyl 3-(diethylphosphono)propanoate). Reaction SMILES: [C:1](=[O:20])([O:5][CH2:6][O:7][C:8](=[O:19])[CH2:9][CH2:10][P:11]([O:16][CH2:17][CH3:18])([O:13][CH2:14][CH3:15])=[O:12])SCC.S(Cl)([Cl:24])(=O)=O>>[CH2:14]([O:13][P:11]([CH2:10][CH2:9][C:8]([O:7][CH2:6][O:5][C:1]([Cl:24])=[O:20])=[O:19])([O:16][CH2:17][CH3:18])=[O:12])[CH3:15]. Procedure: To a solution of carbonothioate 80 (1.29 g, 3.93 mmol) in ice-cold CH2Cl2 (20 mL) was added sulfuryl chloride (478 μL, 5.89 mmol) and the mixture was stirred at 0° C. for 2 h 35 min, after which the mixture was concentrated to dryness, providing chloroformate 81 as a colorless gum (1.44 g, >quant.) which was used directly in the next step: 1H NMR (400 MHz, CDCl3) δ 1.33 (t, J=7.1 Hz, 6H), 2.05-2.14 (m, 2H), 2.68-2.75 (m, 2H), 4.07-4.15 (m, 4H), 5.84 (s, 2H): 31P NMR (162 MHz, CDCl3) δ 30.08 (s). The reactants are CCCCC12CCCC(=O)C(C)=C1c1ccc(OCOC)cc1C2, CO, ClCCl, Cl, [Na+], O=C([O-])O. Product: CCCCC12CCCC(=O)C(C)=C1c1ccc(O)cc1C2. RXN SMILES: [CH2:1]([CH2:2][CH2:3][CH3:4])[C:5]12[CH2:6][c:7]3[c:8]([cH:17][cH:18][c:19]([O:21][CH2:22][O:23][CH3:24])[cH:20]3)[C:9]1=[C:10]([CH3:16])[C:11](=[O:15])[CH2:12][CH2:13][CH2:14]2.[CH3:31][OH:32].[Cl:33][CH2:34][Cl:35].[ClH:25].[Na+:30].[O-:26][C:27]([OH:28])=[O:29]>>[CH2:1]([CH2:2][CH2:3][CH3:4])[C:5]12[CH2:6][c:7]3[c:8]([cH:17][cH:18][c:19]([OH:21])[cH:20]3)[C:9]1=[C:10]([CH3:16])[C:11](=[O:15])[CH2:12][CH2:13][CH2:14]2. Starting materials: C(C)(C)(C)OC(N[C@@H]1CC[C@H](CC1)NC1=NC(=C2N=CN(C2=N1)C(C)C)NC1CCN(CC1)CC1=CC=CC=C1)=O (trans-{4-[6-(1-benzyl-piperidin-4-ylamino)-9-isopropyl-9H-purin-2-ylamino]-cyclohexyl}-carbamic acid tert-butyl ester), CO (methanol), C(=O)[O-].[NH4+] (ammonium formate). Reagents/catalysts: [Pd] (palladium black). The solvent is O (water), O (water). Product: C(C)(C)(C)OC(N[C@@H]1CC[C@H](CC1)NC1=NC(=C2N=CN(C2=N1)C(C)C)NC1CCNCC1)=O (trans-{4-[9-isopropyl-6-(piperidin-4-ylamino)-9H-purin-2-ylamino]-cyclohexyl}-carbamic acid tert-butyl ester). The yield is 169.3%. As a reaction SMILES: [C:1]([O:5][C:6](=[O:41])[NH:7][C@H:8]1[CH2:13][CH2:12][C@H:11]([NH:14][C:15]2[N:23]=[C:22]3[C:18]([N:19]=[CH:20][N:21]3[CH:24]([CH3:26])[CH3:25])=[C:17]([NH:27][CH:28]3[CH2:33][CH2:32][N:31](CC4C=CC=CC=4)[CH2:30][CH2:29]3)[N:16]=2)[CH2:10][CH2:9]1)([CH3:4])([CH3:3])[CH3:2].CO.C([O-])=O.[NH4+]>[Pd].O>[C:1]([O:5][C:6](=[O:41])[NH:7][C@H:8]1[CH2:13][CH2:12][C@H:11]([NH:14][C:15]2[N:23]=[C:22]3[C:18]([N:19]=[CH:20][N:21]3[CH:24]([CH3:26])[CH3:25])=[C:17]([NH:27][CH:28]3[CH2:29][CH2:30][NH:31][CH2:32][CH2:33]3)[N:16]=2)[CH2:10][CH2:9]1)([CH3:3])([CH3:4])[CH3:2] |f:2.3|. Procedure: Add to a solution of trans-{4-[6-(1-benzyl-piperidin-4-ylamino)-9-isopropyl-9H-purin-2-ylamino]-cyclohexyl}-carbamic acid tert-butyl ester (8b, Ig, 1 mmol) and methanol (40 ml), a suspension of palladium black (0.25 g) in a little water. Then add a solution of ammonium formate (0.4 mg, 6.4 mmol) and 10 ml of water, and reflux overnight. Filter the reaction through Celite® and concentrate the filtrate to dryness. Dissolve the residue in methylene chloride (50 ml), extracted with water, and filter... Starting materials: C(C=C)OC1=C(C=CC=C1)CCl (1-Allyloxy-2-chloromethylbenzene), N (ammonia). The product is C(C=C)OC1=C(CN)C=CC=C1 ((2-Allyloxy-benzyl)amine). Reaction SMILES: [CH2:1]([O:4][C:5]1[CH:10]=[CH:9][CH:8]=[CH:7][C:6]=1[CH2:11]Cl)[CH:2]=[CH2:3].[NH3:13]>>[CH2:1]([O:4][C:5]1[CH:10]=[CH:9][CH:8]=[CH:7][C:6]=1[CH2:11][NH2:13])[CH:2]=[CH2:3]. Procedure: 3.0 g (16.4 mmol) of the compound from Example I are boiled under reflux for 17 hours in 250 ml of a saturated methanolic ammonia solution. The reaction mixture is evaporated in vacuo, the residue is taken up in methanol and the mixture is evaporated again; this process is repeated a few times. The crude product is taken up in dichloromethane and extracted several times with water. The aqueous phase is evaporated to a very great extent, an oil being obtained which crystallizes on standing. Product: CSC=1C=C(C=CC1)NC(NCC(=O)N(C1=CC=CC=C1)C1=CC=CC=C1)=O (2-[3-(3-methylthiophenyl)ureido]-N,N-diphenylacetamide). Starting materials: O (water), N,N,'-Carbonyldiimidazole, NCC(=O)N(C1=CC=CC=C1)C1=CC=CC=C1 (2-amino-N,N-diphenylacetamide), O1CCCC1 (tetrahydrofuran), CSC=1C=C(N)C=CC1 (3-methylthioaniline). Procedure: N,N,'-Carbonyldiimidazole (0.72 g) is added to a solution of 2-amino-N,N-diphenylacetamide (1 g) in anhydrous tetrahydrofuran (15 cc). The solution is stirred for 2 hours at a temperature in the region of 25° C. and 3-methylthioaniline (1.2 g) is then added. The solution obtained is stirred under reflux for 12 hours and then concentrated to dryness under reduced pressure (2.7 kPa). The residue obtained is taken up with distilled water (60 cc) and stirred for 30 minutes at a temperature in the re... RXN SMILES: [NH2:1][CH2:2][C:3]([N:5]([C:12]1[CH:17]=[CH:16][CH:15]=[CH:14][CH:13]=1)[C:6]1[CH:11]=[CH:10][CH:9]=[CH:8][CH:7]=1)=[O:4].[CH3:18][S:19][C:20]1[CH:21]=[C:22]([CH:24]=[CH:25][CH:26]=1)[NH2:23].O.[O:28]1CCC[CH2:29]1>>[CH3:18][S:19][C:20]1[CH:21]=[C:22]([NH:23][C:29](=[O:28])[NH:1][CH2:2][C:3]([N:5]([C:12]2[CH:17]=[CH:16][CH:15]=[CH:14][CH:13]=2)[C:6]2[CH:11]=[CH:10][CH:9]=[CH:8][CH:7]=2)=[O:4])[CH:24]=[CH:25][CH:26]=1. The reactants are COc1c(C)cnc(CCl)c1C, Cl, FC(F)(F)c1ccc2nc(S)[nH]c2c1, [Na+], [OH-], O. Yields the product COc1c(C)cnc(CSc2nc3ccc(C(F)(F)F)cc3[nH]2)c1C. RXN SMILES: [Cl:16][CH2:17][c:18]1[n:19][cH:20][c:21]([CH3:27])[c:22]([O:25][CH3:26])[c:23]1[CH3:24].[ClH:15].[F:1][C:2]([c:3]1[cH:4][c:5]2[c:6]([n:7][c:8]([SH:10])[nH:9]2)[cH:11][cH:12]1)([F:13])[F:14].[Na+:29].[OH-:28].[OH2:30]>>[F:1][C:2]([c:3]1[cH:4][c:5]2[c:6]([n:7][c:8]([S:10][CH2:17][c:18]3[n:19][cH:20][c:21]([CH3:27])[c:22]([O:25][CH3:26])[c:23]3[CH3:24])[nH:9]2)[cH:11][cH:12]1)([F:13])[F:14]. Reactants: C(C1=CC=CC=C1)OCC1CCC(CC1)=O (4-(benzyloxymethyl)cyclohexanone), CC(C)([O-])C.[K+] (potassium t-butoxide). The reagents and catalysts are [Br-].C[P+](C1=CC=CC=C1)(C1=CC=CC=C1)C1=CC=CC=C1 (methyltriphenylphosphonium bromide). Solvent: O1CCCC1 (tetrahydrofuran), O1CCCC1 (tetrahydrofuran), O1CCCC1 (tetrahydrofuran). Conditions: temperature -78 celsius, time 1 hour. Product: C=C1CCC(CC1)COCC1=CC=CC=C1 ((((4-methylenecyclohexyl)methoxy)methyl)benzene). RXN SMILES: [CH3:1][C:2]([CH3:5])([O-])[CH3:3].[K+].[CH2:7]([O:14][CH2:15][CH:16]1[CH2:21]CC(=O)C[CH2:17]1)[C:8]1[CH:13]=[CH:12][CH:11]=[CH:10][CH:9]=1>[Br-].C[P+](C1C=CC=CC=1)(C1C=CC=CC=1)C1C=CC=CC=1.O1CCCC1>[CH2:1]=[C:2]1[CH2:5][CH2:17][CH:16]([CH2:15][O:14][CH2:7][C:8]2[CH:13]=[CH:12][CH:11]=[CH:10][CH:9]=2)[CH2:21][CH2:3]1 |f:0.1,3.4|. Reported procedure: A mixture of methyltriphenylphosphonium bromide (12.27 g) and anhydrous tetrahydrofuran (60.0 mL) was cooled to −78° C. A suspension of potassium t-butoxide (4.37 g) in tetrahydrofuran (60.0 mL) was added dropwise. The mixture was stirred at 0° C. for 1 hour and then for 1 hour as the reaction warmed to ambient temperature. The reaction mixture was cooled to −40° C. and a solution of EXAMPLE 341D (5 g,) in tetrahydrofuran (35 mL) was added dropwise. After stirring 18 hours at ambient temperature...